This data is from the Open Reaction Database (ORD), a public repository of structured organic reaction records. The task is: describe an organic reaction: reactants, conditions, products, and yield Starting materials: C(#N)C1=CC=C(C=C1)CCN1CCC(CC1)(O)CN(C1=CC=C(C(=O)NOC2OCCCC2)C=C1)C (4-({1-[2-(4-cyanophenyl)ethyl]-4-hydroxypiperidin-4-ylmethyl}methylamino)-N-(tetrahydropyran-2-yloxy)benzamide), Cl (hydrogen chloride). Solvent: CO (methanol), CO (methanol). Yields the product Cl.C(#N)C1=CC=C(C=C1)CCN1CCC(CC1)(O)CN(C1=CC=C(C(=O)NO)C=C1)C (4-({1-[2-(4-cyanophenyl)ethyl]-4-hydroxypiperidin-4-ylmethyl}methylamino)-N-hydroxybenzamide monohydrochloride). As a reaction SMILES: [C:1]([C:3]1[CH:8]=[CH:7][C:6]([CH2:9][CH2:10][N:11]2[CH2:16][CH2:15][C:14]([CH2:18][N:19]([CH3:36])[C:20]3[CH:35]=[CH:34][C:23]([C:24]([NH:26][O:27]C4CCCCO4)=[O:25])=[CH:22][CH:21]=3)([OH:17])[CH2:13][CH2:12]2)=[CH:5][CH:4]=1)#[N:2].[ClH:37]>CO>[ClH:37].[C:1]([C:3]1[CH:4]=[CH:5][C:6]([CH2:9][CH2:10][N:11]2[CH2:16][CH2:15][C:14]([CH2:18][N:19]([CH3:36])[C:20]3[CH:21]=[CH:22][C:23]([C:24]([NH:26][OH:27])=[O:25])=[CH:34][CH:35]=3)([OH:17])[CH2:13][CH2:12]2)=[CH:7][CH:8]=1)#[N:2] |f:3.4|. Procedure: To a solution of the compound (0.60 g) obtained in Example 23 in methanol (20 mL) was added 10% hydrogen chloride in methanol (5.0 mL), followed by stirring. The solvent was removed under reduced pressure, the residue was dissolved in methanol, and the solvent was removed again under reduced pressure. The residue was solidified with ethyl acetate, the resulting solid was finely powdered and was collected by filtration. The powder was dissolved in water (60 mL), and the solvent was removed under ... Starting materials: BrC(Br)(Br)Br, ClCCl, O=[N+]([O-])c1cc(Cl)ccc1CCO, c1ccc(P(c2ccccc2)c2ccccc2)cc1. The product is O=[N+]([O-])c1cc(Cl)ccc1CCBr. Reaction SMILES: [C:33]([Br:34])([Br:35])([Br:36])[Br:37].[CH2:38]([Cl:39])[Cl:40].[Cl:1][c:2]1[cH:3][c:4]([N+:11](=[O:12])[O-:13])[c:5]([CH2:8][CH2:9][OH:10])[cH:6][cH:7]1.[c:14]1([P:15]([c:16]2[cH:17][cH:18][cH:19][cH:20][cH:21]2)[c:22]2[cH:23][cH:24][cH:25][cH:26][cH:27]2)[cH:28][cH:29][cH:30][cH:31][cH:32]1>>[Cl:1][c:2]1[cH:3][c:4]([N+:11](=[O:12])[O-:13])[c:5]([CH2:8][CH2:9][Br:34])[cH:6][cH:7]1. The reactants are CC=1C=C2C3=C(N(C2=CC1)\C=C/C=1C=NC(=CC1)C)CC1CCCC3N1 (2-methyl-5-[(Z)-2-(6-methylpyridin-3-yl)vinyl]-6,7,8,9,10,11-hexahydro-5H-7,11-epiminocycloocta[b]indole). Reagents/catalysts: [Pt](=O)=O (platinum(IV) oxide). Run in CC(C)O (2-propanol). Run at temperature 65 celsius. Product: CC=1C=C2C3=C(N(C2=CC1)CCC=1C=NC(=CC1)C)C[C@H]1CCC[C@@H]3N1 ((7R,11S)-2-methyl-5-[2-(6-methylpyridin-3-yl)ethyl]-6,7,8,9,10,11-hexahydro-5H-7,11-epiminocycloocta[b]indole). RXN SMILES: [CH3:1][C:2]1[CH:3]=[C:4]2[C:8](=[CH:9][CH:10]=1)[N:7](/[CH:11]=[CH:12]\[C:13]1[CH:14]=[N:15][C:16]([CH3:19])=[CH:17][CH:18]=1)[C:6]1[CH2:20][CH:21]3[NH:26][CH:25]([C:5]2=1)[CH2:24][CH2:23][CH2:22]3>CC(O)C.[Pt](=O)=O>[CH3:1][C:2]1[CH:3]=[C:4]2[C:8](=[CH:9][CH:10]=1)[N:7]([CH2:11][CH2:12][C:13]1[CH:14]=[N:15][C:16]([CH3:19])=[CH:17][CH:18]=1)[C:6]1[CH2:20][C@@H:21]3[NH:26][C@H:25]([C:5]2=1)[CH2:24][CH2:23][CH2:22]3. Reported procedure: A suspension of 2-methyl-5-[(Z)-2-(6-methylpyridin-3-yl)vinyl]-6,7,8,9,10,11-hexahydro-5H-7,11-epiminocycloocta[b]indole (750 mg, 2.18 mmol; from Example 118B) and platinum(IV) oxide (105 mg, 0.462 mmol; Aldrich) in 2-propanol (30 mL) was heated to 65° C. under hydrogen balloon atmosphere (1 atm) for 16 hours, then cooled to room temperature. The catalyst and solvent were removed, and the residue was purified by preparative chiral supercritical fluid chromatography (ChiralPak® OD-H 5 μm column, ... The product is O1CCN(CC1)CC(COC1=C(C(OC2=CC=CC=C12)=O)C1=CC=CC=C1)(C)C (4-(3'-Morpholino-2',2'-dimethylpropoxy)-3-phenyl-coumarin). The reactants are OC1=C(C(OC2=CC=CC=C12)=O)C1=CC=CC=C1 (4-hydroxy-3-phenyl-coumarin), O1CCN(CC1)CC(CCl)(C)C (3-morpholino-2,2-dimethyl-1-chloropropane). As a reaction SMILES: [OH:1][C:2]1[C:11]2[C:6](=[CH:7][CH:8]=[CH:9][CH:10]=2)[O:5][C:4](=[O:12])[C:3]=1[C:13]1[CH:18]=[CH:17][CH:16]=[CH:15][CH:14]=1.[O:19]1[CH2:24][CH2:23][N:22]([CH2:25][C:26]([CH3:30])([CH3:29])[CH2:27]Cl)[CH2:21][CH2:20]1>>[O:19]1[CH2:24][CH2:23][N:22]([CH2:25][C:26]([CH3:30])([CH3:29])[CH2:27][O:1][C:2]2[C:11]3[C:6](=[CH:7][CH:8]=[CH:9][CH:10]=3)[O:5][C:4](=[O:12])[C:3]=2[C:13]2[CH:14]=[CH:15][CH:16]=[CH:17][CH:18]=2)[CH2:21][CH2:20]1. Procedure: Prepared according to the method of Example 8 from 4-hydroxy-3-phenyl-coumarin and 3-morpholino-2,2-dimethyl-1-chloropropane. By recrystallisation from ethanol, a solid melting at 167° C. is obtained. Yield 87.2%. Yield: 87.2%. The reactants are O=C([O-])[O-], CN(C)C=O, CC1(C)CC(S(C)(=O)=O)=NO1, Cc1nsc(Cl)c1CCl, [K+], [K+], [Na+], O, [SH-]. The product is Cc1nsc(Cl)c1[SH](C)C1=NOC(C)(C)C1. RXN SMILES: [C:14](=[O:15])([O-:16])[O-:17].[CH3:29][N:30]([CH3:31])[CH:32]=[O:33].[CH3:3][C:4]1([CH3:13])[CH2:5][C:6]([S:9](=[O:10])(=[O:11])[CH3:12])=[N:7][O:8]1.[Cl:20][c:21]1[c:22]([CH2:27][Cl:28])[c:23]([CH3:26])[n:24][s:25]1.[K+:18].[K+:19].[Na+:2].[OH2:34].[SH-:1]>>[CH3:3][C:4]1([CH3:13])[CH2:5][C:6]([SH:9]([CH3:12])[c:22]2[c:21]([Cl:20])[s:25][n:24][c:23]2[CH3:26])=[N:7][O:8]1.